Dataset: the Open Reaction Database (ORD), a public repository of structured organic reaction records. Task: describe an organic reaction: reactants, conditions, products, and yield Reactants: CNOC (N,O-dimethylhydroxylamine), CC1=C(C=CC=C1C(C1=CC=C(C=C1)Cl)=O)CC(=O)O (2-methyl-3-(p-chlorobenzoyl)-phenylacetic acid), C1(CCCCC1)N=C=NC1CCCCC1 (dicyclohexylcarbodiimide). Solvent: C(Cl)(Cl)Cl (chloroform). Run at time 4 hour. The product is CON(C(CC1=C(C(=CC=C1)C(C1=CC=C(C=C1)Cl)=O)C)=O)C (N-methoxy-N,2-dimethyl-3-(p-chlorobenzoyl)-phenylacetamide). RXN SMILES: [CH3:1][NH:2][O:3][CH3:4].[CH3:5][C:6]1[C:11]([C:12](=[O:20])[C:13]2[CH:18]=[CH:17][C:16]([Cl:19])=[CH:15][CH:14]=2)=[CH:10][CH:9]=[CH:8][C:7]=1[CH2:21][C:22]([OH:24])=O.C1(N=C=NC2CCCCC2)CCCCC1>C(Cl)(Cl)Cl>[CH3:4][O:3][N:2]([CH3:1])[C:22](=[O:24])[CH2:21][C:7]1[CH:8]=[CH:9][CH:10]=[C:11]([C:12](=[O:20])[C:13]2[CH:14]=[CH:15][C:16]([Cl:19])=[CH:17][CH:18]=2)[C:6]=1[CH3:5]. Procedure details: 1 ml of N,O-dimethylhydroxylamine was added progressively to a mixture of 2.88 g of 2-methyl-3-(p-chlorobenzoyl)-phenylacetic acid and 2.06 g of dicyclohexylcarbodiimide in 50 ml of chloroform and the mixture was stirred for 4 hours at room temperature. The precipitate was filtered off and the filtrate was evaporated to dryness to obtain N-methoxy-N,2-dimethyl-3-(p-chlorobenzoyl)-phenylacetamide. Reactants: Cc1ccc(C(=O)O)cc1, O=c1cnn(CO)c(=O)[nH]1, c1ccncc1. Product: Cc1ccc(C(=O)OCn2ncc(=O)[nH]c2=O)cc1. As a reaction SMILES: [CH3:11][c:12]1[cH:13][cH:14][c:15]([C:16](=[O:17])[OH:18])[cH:19][cH:20]1.[OH:1][CH2:2][n:3]1[n:4][cH:5][c:6](=[O:10])[nH:7][c:8]1=[O:9].[cH:21]1[cH:22][cH:23][n:24][cH:25][cH:26]1>>[O:1]([CH2:2][n:3]1[n:4][cH:5][c:6](=[O:10])[nH:7][c:8]1=[O:9])[C:16]([c:15]1[cH:14][cH:13][c:12]([CH3:11])[cH:20][cH:19]1)=[O:17]. Starting materials: ClC=1C=C(C=CC1F)NC=1C2=C(N=CN1)SC1=C2CCNC1 (N-(3-Chloro-4-fluorophenyl)-5,6,7,8-tetrahydropyrido[4′,3′:4,5]thieno[2,3-d]pyrimidin-4-amine), C(C)OP(=O)(OCC)CC(=O)O ((diethoxyphosphoryl)acetic acid), CCN(C(C)C)C(C)C (DIPEA), CN(C)C(=[N+](C)C)ON1C2=C(C=CC=C2)N=N1.[B-](F)(F)(F)F (TBTU). Solvent: CN(C)C=O (DMF). Reaction conditions: time 8 hour. Product: C(C)OP(OCC)(=O)CC(=O)N1CC2=C(C3=C(N=CN=C3NC3=CC(=C(C=C3)F)Cl)S2)CC1 (Diethyl(2-{4-[(3-chloro-4-fluorophenyl)amino]-5,8-dihydropyrido[4′,3′:4,5]thieno[2,3-d]pyrimidin-7(6H)-yl}-2-oxoethyl)phosphonate). Yield: 93.8%. Reaction SMILES: [Cl:1][C:2]1[CH:3]=[C:4]([NH:9][C:10]2[C:11]3[C:18]4[CH2:19][CH2:20][NH:21][CH2:22][C:17]=4[S:16][C:12]=3[N:13]=[CH:14][N:15]=2)[CH:5]=[CH:6][C:7]=1[F:8].[CH2:23]([O:25][P:26]([CH2:31][C:32](O)=[O:33])([O:28][CH2:29][CH3:30])=[O:27])[CH3:24].CCN(C(C)C)C(C)C.CN(C(ON1N=NC2C=CC=CC1=2)=[N+](C)C)C.[B-](F)(F)(F)F>CN(C=O)C>[CH2:29]([O:28][P:26]([CH2:31][C:32]([N:21]1[CH2:20][CH2:19][C:18]2[C:11]3[C:10]([NH:9][C:4]4[CH:5]=[CH:6][C:7]([F:8])=[C:2]([Cl:1])[CH:3]=4)=[N:15][CH:14]=[N:13][C:12]=3[S:16][C:17]=2[CH2:22]1)=[O:33])(=[O:27])[O:25][CH2:23][CH3:24])[CH3:30] |f:3.4|. Reported procedure: N-(3-Chloro-4-fluorophenyl)-5,6,7,8-tetrahydropyrido[4′,3′:4,5]thieno[2,3-d]pyrimidin-4-amine from Example 12A (3.00 g, 8.96 mmol) and (diethoxyphosphoryl)acetic acid (2.46 g, 12.5 mmol) were dissolved in DMF (60 mL). DIPEA (3.47 g, 26.9 mmol) and TBTU (4.32 g, 13.4 mmol) were added, and the reaction was stirred overnight at rt. Subsequently, the mixture was concentrated in vacuo, and the residue was dissolved in ethyl acetate. The solution was extracted with 1 M aqueous sodium hydroxide solutio... Reactants: [Br-], CC(C)(C)[NH3+], CCC(C)=O, Clc1ccc(C(c2ccccc2)N2CCNCC2)cc1, CC(C)(C)OC(=O)COCCCl, [Na+], [OH-], O. Yields the product CC(C)(C)OC(=O)COCCN1CCN(C(c2ccccc2)c2ccc(Cl)cc2)CC1. RXN SMILES: [Br-:35].[C:36]([NH3+:37])([CH3:38])([CH3:39])[CH3:40].[CH3:41][C:42](=[O:43])[CH2:44][CH3:45].[Cl:1][c:2]1[cH:3][cH:4][c:5]([CH:8]([N:9]2[CH2:10][CH2:11][NH:12][CH2:13][CH2:14]2)[c:15]2[cH:16][cH:17][cH:18][cH:19][cH:20]2)[cH:6][cH:7]1.[Cl:21][CH2:22][CH2:23][O:24][CH2:25][C:26](=[O:27])[O:28][C:29]([CH3:30])([CH3:31])[CH3:32].[Na+:34].[OH-:33].[OH2:46]>>[Cl:1][c:2]1[cH:3][cH:4][c:5]([CH:8]([N:9]2[CH2:10][CH2:11][N:12]([CH2:22][CH2:23][O:24][CH2:25][C:26](=[O:27])[O:28][C:29]([CH3:30])([CH3:31])[CH3:32])[CH2:13][CH2:14]2)[c:15]2[cH:16][cH:17][cH:18][cH:19][cH:20]2)[cH:6][cH:7]1. The reactants are CC=1C(=C2C=CN(C2=C(C1)C)S(=O)(=O)C1=CC=C(C)C=C1)CC1=NC2=C(N1)C=CC(=C2)C#N (2-((5,7-dimethyl-1-tosyl-1H-indol-4-yl)methyl)-1H-benzo[d]imidazole-5-carbonitrile), [OH-].[K+] (KOH), C(CC(C)C)N (isoamylamine). Solvent: CCO (EtOH), C(Cl)Cl (CH2Cl2). Reaction conditions: temperature 100 celsius, time 2 hour. Yields the product CC=1C(=C2C=CNC2=C(C1)C)CC1=NC2=C(N1)C=CC(=C2)C#N (2-((5,7-Dimethyl-1H-indol-4-yl)methyl)-1H-benzo[d]imidazole-5-carbonitrile). RXN SMILES: [CH3:1][C:2]1[C:3]([CH2:22][C:23]2[NH:27][C:26]3[CH:28]=[CH:29][C:30]([C:32]#[N:33])=[CH:31][C:25]=3[N:24]=2)=[C:4]2[C:8](=[C:9]([CH3:11])[CH:10]=1)[N:7](S(C1C=CC(C)=CC=1)(=O)=O)[CH:6]=[CH:5]2.[OH-].[K+].C(N)CC(C)C>CCO.C(Cl)Cl>[CH3:1][C:2]1[C:3]([CH2:22][C:23]2[NH:27][C:26]3[CH:28]=[CH:29][C:30]([C:32]#[N:33])=[CH:31][C:25]=3[N:24]=2)=[C:4]2[C:8](=[C:9]([CH3:11])[CH:10]=1)[NH:7][CH:6]=[CH:5]2 |f:1.2|. Procedure: A mixture of 2-((5,7-dimethyl-1-tosyl-1H-indol-4-yl)methyl)-1H-benzo[d]imidazole-5-carbonitrile (370 mg, 0.814 mmol), KOH (457 mg, 8.14 mmol), and isoamylamine (1.892 mL, 16.28 mmol) in EtOH (15 mL) was stirred at 100° C. under microwave irradiation for 2 hr. The reaction mixture was diluted with CH2Cl2. The mixture was filtered through SiO2 pad. The SiO2 cake was washed with a mixture of CH2Cl2/MeOH (c.a. 6/1). The organic solution was concentrated and purified by silica gel flash column chroma... Reactants: CCN(C(C)C)C(C)C, O=C(Cl)OCc1ccccc1, ClCCl, CC(=O)C1CCCNC1. Product: CC(=O)C1CCCN(C(=O)OCc2ccccc2)C1. Reaction SMILES: [CH:10]([N:11]([CH2:12][CH3:13])[CH:14]([CH3:15])[CH3:16])([CH3:17])[CH3:18].[Cl:19][C:20](=[O:21])[O:22][CH2:23][c:24]1[cH:25][cH:26][cH:27][cH:28][cH:29]1.[Cl:30][CH2:31][Cl:32].[NH:1]1[CH2:2][CH:3]([C:7]([CH3:8])=[O:9])[CH2:4][CH2:5][CH2:6]1>>[N:1]1([C:20](=[O:21])[O:22][CH2:23][c:24]2[cH:25][cH:26][cH:27][cH:28][cH:29]2)[CH2:2][CH:3]([C:7]([CH3:8])=[O:9])[CH2:4][CH2:5][CH2:6]1.